From a dataset of the Open Reaction Database (ORD), a public repository of structured organic reaction records. describe an organic reaction: reactants, conditions, products, and yield Starting materials: COC=1C=C(C=CC1)S (3-Methoxybenzenethiol), COC1=CC=C(C=C1)C(C(=O)O)=C (2-(4-methoxyphenyl)acrylic acid). Conditions: temperature 125 celsius, time 21 hour. The product is COC1=CC=C(C=C1)C(C(=O)O)CSC1=CC(=CC=C1)OC (2-(4-methoxyphenyl)-3-(3-methoxyphenylthio)propionic acid). RXN SMILES: [CH3:1][O:2][C:3]1[CH:4]=[C:5]([SH:9])[CH:6]=[CH:7][CH:8]=1.[CH3:10][O:11][C:12]1[CH:17]=[CH:16][C:15]([C:18](=[CH2:22])[C:19]([OH:21])=[O:20])=[CH:14][CH:13]=1>>[CH3:10][O:11][C:12]1[CH:13]=[CH:14][C:15]([CH:18]([CH2:22][S:9][C:5]2[CH:6]=[CH:7][CH:8]=[C:3]([O:2][CH3:1])[CH:4]=2)[C:19]([OH:21])=[O:20])=[CH:16][CH:17]=1. Reported procedure: 3-Methoxybenzenethiol(2.5 ml, 20.1 mmol) was added to 2-(4-methoxyphenyl)acrylic acid (3 g, 16.8 mmol) and stirred for 21 hours with heating at 125° C. The reaction solution was extracted with diethyl ether, and the ether solution was washed with 0.1N iodine-potassium iodide solution, water and saturated sodium chloride solution and dried over anhydrous magnesium sulfate. The residue was concentrated under reduced pressure to remove the organic solvent to obtain the title compound as a brown oil... Starting materials: BrC1=CC2=C(N(C=N2)C2=CC=CC=C2)C=C1 (5-bromo-1-phenyl-1H-benzoimidazole), CC1(OB(OC1(C)C)C1=C(C=C(C=C1)OC1=CC=CC=C1)C)C (4,4,5,5-tetramethyl-2-(2-methyl-4-phenoxy-phenyl)-[1,3,2]dioxaborolane). RXN SMILES: Br[C:2]1[CH:16]=[CH:15][C:5]2[N:6]([C:9]3[CH:14]=[CH:13][CH:12]=[CH:11][CH:10]=3)[CH:7]=[N:8][C:4]=2[CH:3]=1.[CH3:17][C:18]1([CH3:39])[C:22]([CH3:24])([CH3:23])[O:21][B:20](C2C=CC(OC3C=CC=CC=3)=CC=2C)[O:19]1>>[C:9]1([N:6]2[C:5]3[CH:15]=[CH:16][C:2]([B:20]4[O:21][C:22]([CH3:24])([CH3:23])[C:18]([CH3:39])([CH3:17])[O:19]4)=[CH:3][C:4]=3[N:8]=[CH:7]2)[CH:14]=[CH:13][CH:12]=[CH:11][CH:10]=1. The product is C1(=CC=CC=C1)N1C=NC2=C1C=CC(=C2)B2OC(C(O2)(C)C)(C)C (1-Phenyl-5-(4,4,5,5-tetramethyl-[1,3,2]dioxaborolan-2-yl)-1H-benzoimidazole). Reported procedure: Prepared from 5-bromo-1-phenyl-1H-benzoimidazole according to general Method I for borylation described above for preparation of 4,4,5,5-tetramethyl-2-(2-methyl-4-phenoxy-phenyl)-[1,3,2]dioxaborolane.